From a dataset of the Open Reaction Database (ORD), a public repository of structured organic reaction records. describe an organic reaction: reactants, conditions, products, and yield The reactants are C(C)(=O)O[BH-](OC(C)=O)OC(C)=O.[Na+] (Sodium triacetoxyborohydride), N1CCOCC1 (Morpholine), C(C)(=O)O (acetic acid), FC1=CC=C(C=C1)COC1=C(C(=O)NC=2C=NC=CC2)C=C(C=C1)C=O (2-{[(4-Fluorophenyl)methyl]oxy}-5-formyl-N-3-pyridinylbenzamide), C(O)([O-])=O.[Na+] (sodium hydrogencarbonate). Run in ClCCCl (DCE), ClCCl (dichloromethane). Reaction conditions: time 10 minute. Product: FC1=CC=C(C=C1)COC1=C(C(=O)NC=2C=NC=CC2)C=C(C=C1)CN1CCOCC1 (2-{[(4-Fluorophenyl)methyl]oxy}-5-(4-morpholinylmethyl)-N-3-pyridinylbenzamide). RXN SMILES: [NH:1]1[CH2:6][CH2:5][O:4][CH2:3][CH2:2]1.C(O)(=O)C.[F:11][C:12]1[CH:17]=[CH:16][C:15]([CH2:18][O:19][C:20]2[CH:34]=[CH:33][C:32]([CH:35]=O)=[CH:31][C:21]=2[C:22]([NH:24][C:25]2[CH:26]=[N:27][CH:28]=[CH:29][CH:30]=2)=[O:23])=[CH:14][CH:13]=1.C(O[BH-](OC(=O)C)OC(=O)C)(=O)C.[Na+].C(=O)([O-])O.[Na+]>ClCCCl.ClCCl>[F:11][C:12]1[CH:17]=[CH:16][C:15]([CH2:18][O:19][C:20]2[CH:34]=[CH:33][C:32]([CH2:35][N:1]3[CH2:6][CH2:5][O:4][CH2:3][CH2:2]3)=[CH:31][C:21]=2[C:22]([NH:24][C:25]2[CH:26]=[N:27][CH:28]=[CH:29][CH:30]=2)=[O:23])=[CH:14][CH:13]=1 |f:3.4,5.6|. Reported procedure: Morpholine (0.05 ml, 0.57 mmol) and acetic acid (0.03 ml, 0.57 mmol) were added to a solution of 2-{[(4-fluorophenyl)methyl]oxy}-5-formyl-N-3-pyridinylbenzamide (may be prepared Example 82; 200 mg, 0.57 mmol) in DCE (5 ml) and the mixture was stirred at room temperature for 10 min. Sodium triacetoxyborohydride (181 mg, 0.86 mmol) was then added and the mixture was warmed to 50° C. overnight. Saturated sodium hydrogencarbonate (10 ml) was added and the mixture was stirred for 10 min before being ... The reactants are (Thiazol-2-yl)dipyrromethane, C(=O)(C(F)(F)F)O (TFA), N1C=CC=C1 (pyrrole), S1C(=NC=C1)C=O (2-thiazolecarboxaldehyde). Run in C(Cl)Cl (CH2Cl2). Reaction conditions: time 10 minute. The product is C1=CNC(=C1)CC2=CC=CN2 (dipyrromethane). Yield: 245.5%. As a reaction SMILES: S1[CH:5]=[CH:4][N:3]=[C:2]1[CH:6]=O.[NH:8]1[CH:12]=[CH:11][CH:10]=[CH:9]1.[C:13](O)(C(F)(F)F)=O>C(Cl)Cl>[CH:5]1[CH:6]=[C:2]([CH2:13][C:12]2[NH:8][CH:9]=[CH:10][CH:11]=2)[NH:3][CH:4]=1. Procedure details: meso-(Thiazol-2-yl)dipyrromethane (14). In a foil-covered 250-mL three-necked flask, equipped with a magnetic stirrer and a N2 inlet, was placed 2-thiazolecarboxaldehyde (13, 0.97 g, 8.6 mmol) (Dondoni, A.; Fantin, G.; Fogagnolo, M.; Medici, A.; Pedrini, P. Synthesis 1987, 998–1001), CH2Cl2 (35 mL), and pyrrole (7.2 mL, 104 mmol). The reaction mixture was stirred for 10 min, then TFA (0.26 mL, 3.4 mmol) was added. After a stirring period of 1 h at room temperature, the reaction mixture was trans... The reactants are 12.5, [N+](=O)([O-])C1=C(C=CC(=C1)C(F)(F)F)NCCO (2-{[2-nitro-4-(trifluoromethyl)phenyl]amino}ethanol), S(=O)(Cl)Cl (sulfinyl chloride). Solvent: ClC(Cl)Cl (trichloromethane). Reaction conditions: time 2 hour. Product: ClCCNC1=C(C=C(C=C1)C(F)(F)F)[N+](=O)[O-] (N-(2-chloroethyl)-2-nitro-4-(trifluoromethyl)benzenamine). RXN SMILES: [N+:1]([C:4]1[CH:9]=[C:8]([C:10]([F:13])([F:12])[F:11])[CH:7]=[CH:6][C:5]=1[NH:14][CH2:15][CH2:16]O)([O-:3])=[O:2].S(Cl)([Cl:20])=O>ClC(Cl)Cl>[Cl:20][CH2:16][CH2:15][NH:14][C:5]1[CH:6]=[CH:7][C:8]([C:10]([F:13])([F:12])[F:11])=[CH:9][C:4]=1[N+:1]([O-:3])=[O:2]. Procedure details: To a stirred mixture of 12.5 parts of 2-{[2-nitro-4-(trifluoromethyl)phenyl]amino}ethanol and 150 parts of trichloromethane are added dropwise 7.5 parts of sulfinyl chloride. Upon completion, stirring is continued for 2 hours at reflux temperature. The reaction mixture is evaporated and the residue is crystallized from 2,2'-oxybispropane. The product is filtered off and dried, yielding N-(2-chloroethyl)-2-nitro-4-(trifluoromethyl)benzenamine. The reactants are N1=C(C=NC2=CC=CC=C12)C=O (quinoxaline-2-carbaldehyde), C1=CC(=CC(=C1)Cl)C(=O)OO (mCPBA). Solvent: C(Cl)Cl (methylene chloride). Product: EtOAc hexanes, N1C=CC=2C1=[N+](C=CC2)[O-] (1H-pyrrolo[2,3-b]pyridine 7-oxide). The yield is 67.6%. As a reaction SMILES: [N:1]1[C:10]2[C:5](=[CH:6][CH:7]=[CH:8][CH:9]=2)[N:4]=[CH:3]C=1C=O.C1C=C(Cl)C=C(C(OO)=[O:21])C=1>C(Cl)Cl>[NH:1]1[C:3]2=[N+:4]([O-:21])[CH:5]=[CH:6][CH:7]=[C:8]2[CH:9]=[CH:10]1. Procedure: A solution of 7-azaindole 22-1 (30.6 g, 259 mmol) in methylene chloride (300 mL) was treated with mCPBA (75.6 g, 285 mmol) at room temperature for 12 h. The reaction mixture was washed with saturated aqueous NaHCO3 (3×100 mL), dried (Na2SO4), filtered, and concentrated in vacuo. Silica gel chromatography (100×250 mm silica, 10% to 50% EtOAc/hexanes) afforded 23.5 g of 1H-pyrrolo[2,3-b]pyridine 7-oxide as a white solid. Reactants: C(C)OC(=O)C1(CCNCC1)CCOC (4-(2-methoxy-ethyl)-piperidine-4-carboxylic acid ethyl ester), CS(=O)(=O)C1=C(C=CC=C1)S(=O)(=O)Cl (2-methanesulfonyl-benzenesulfonyl chloride), C(C)C1=CC=C(N)C=C1 (4-ethylaniline). The product is C(C)C1=CC=C(C=C1)N1C(C2(CC1)CCN(CC2)S(=O)(=O)C2=C(C=CC=C2)S(=O)(=O)C)=O (2-(4-Ethyl-phenyl)-8-(2-methanesulfonyl-benzenesulfonyl)-2,8-diaza-spiro[4.5]decan-1-one). RXN SMILES: C(O[C:4]([C:6]1([CH2:12][CH2:13]OC)[CH2:11][CH2:10][NH:9][CH2:8][CH2:7]1)=[O:5])C.[CH3:16][S:17]([C:20]1[CH:25]=[CH:24][CH:23]=[CH:22][C:21]=1[S:26](Cl)(=[O:28])=[O:27])(=[O:19])=[O:18].[CH2:30]([C:32]1[CH:38]=[CH:37][C:35]([NH2:36])=[CH:34][CH:33]=1)[CH3:31]>>[CH2:30]([C:32]1[CH:38]=[CH:37][C:35]([N:36]2[CH2:13][CH2:12][C:6]3([CH2:7][CH2:8][N:9]([S:26]([C:21]4[CH:22]=[CH:23][CH:24]=[CH:25][C:20]=4[S:17]([CH3:16])(=[O:19])=[O:18])(=[O:28])=[O:27])[CH2:10][CH2:11]3)[C:4]2=[O:5])=[CH:34][CH:33]=1)[CH3:31]. Procedure: Off-white solid. MS (ESI): 413.20 (MH+). This example was prepared in analogy to example 1 step C) to D) from 4-(2-methoxy-ethyl)-piperidine-4-carboxylic acid ethyl ester (example 1 step B)), 2-methanesulfonyl-benzenesulfonyl chloride and 4-ethylaniline.